Dataset: the Open Reaction Database (ORD), a public repository of structured organic reaction records. Task: describe an organic reaction: reactants, conditions, products, and yield Reactants: crude product, OC=1C=C(C=CC1)C(=O)C1=CC=CC=C1 ((3-hydroxyphenyl)(phenyl)methanone), CC(C)([O-])C.[K+] (potassium-t-butoxide), ClCOCC[Si](C)(C)C ([2-(chloromethoxy)ethyl](trimethyl)silane). The solvent is hexanes, C1CCOC1 (THF). Reaction conditions: time 2 hour. The product is C1(=CC=CC=C1)C(=O)C1=CC(=CC=C1)OCOCC[Si](C)(C)C (phenyl(3-{[2-(trimethylsilyl)ethoxy]methoxy}phenyl)methanone). RXN SMILES: [OH:1][C:2]1[CH:3]=[C:4]([C:8]([C:10]2[CH:15]=[CH:14][CH:13]=[CH:12][CH:11]=2)=[O:9])[CH:5]=[CH:6][CH:7]=1.CC(C)([O-])C.[K+].Cl[CH2:23][O:24][CH2:25][CH2:26][Si:27]([CH3:30])([CH3:29])[CH3:28]>C1COCC1>[C:10]1([C:8]([C:4]2[CH:5]=[CH:6][CH:7]=[C:2]([O:1][CH2:23][O:24][CH2:25][CH2:26][Si:27]([CH3:30])([CH3:29])[CH3:28])[CH:3]=2)=[O:9])[CH:15]=[CH:14][CH:13]=[CH:12][CH:11]=1 |f:1.2|. Procedure: To a solution of (3-hydroxyphenyl)(phenyl)methanone (30.0 g, 151 mmole) in anhydrous THF (300 mL) at 0° C. was slowly added a solution of potassium-t-butoxide (200 mL-1 M in THF, 0.200 mmole), followed by a slow addition of [2-(chloromethoxy)ethyl](trimethyl)silane (32.1 mL, 182 mmole). After stirring the mixture for 2 h, the solvent was removed in vacuo and the residue redissolved in a mixture of H2O (200 mL) and EtOAc (200 mL). The aqueous layer was further extracted with EtOAc (2×100 mL). The... Reactants: CCOC(=O)Cl, c1ccncc1, COc1cc(C(=O)C=Cc2c[nH]c3ccccc23)cc(OC)c1OC. Product: CCOC(=O)n1cc(C=CC(=O)c2cc(OC)c(OC)c(OC)c2)c2ccccc21. RXN SMILES: [CH2:26]([CH3:27])[O:28][C:29](=[O:30])[Cl:31].[cH:32]1[cH:33][cH:34][n:35][cH:36][cH:37]1.[nH:1]1[cH:2][c:3]([CH:10]=[CH:11][C:12](=[O:13])[c:14]2[cH:15][c:16]([O:24][CH3:25])[c:17]([O:22][CH3:23])[c:18]([O:20][CH3:21])[cH:19]2)[c:4]2[cH:5][cH:6][cH:7][cH:8][c:9]12>>[n:1]1([C:29]([O:28][CH2:26][CH3:27])=[O:30])[cH:2][c:3]([CH:10]=[CH:11][C:12](=[O:13])[c:14]2[cH:15][c:16]([O:24][CH3:25])[c:17]([O:22][CH3:23])[c:18]([O:20][CH3:21])[cH:19]2)[c:4]2[cH:5][cH:6][cH:7][cH:8][c:9]12.